From a dataset of the Open Reaction Database (ORD), a public repository of structured organic reaction records. describe an organic reaction: reactants, conditions, products, and yield The reactants are O=C1CCC(=O)N1Br, ClC(Cl)(Cl)Cl, CCOC(=O)Cc1ccc(F)c(F)c1, CC(C)(C#N)N=NC(C)(C)C#N. The product is CCOC(=O)C(Br)c1ccc(F)c(F)c1. RXN SMILES: [Br:15][N:16]1[C:17](=[O:18])[CH2:19][CH2:20][C:21]1=[O:22].[Cl:35][C:36]([Cl:37])([Cl:38])[Cl:39].[F:1][c:2]1[cH:3][c:4]([CH2:9][C:10](=[O:11])[O:12][CH2:13][CH3:14])[cH:5][cH:6][c:7]1[F:8].[N:23]([C:24]([CH3:25])([CH3:26])[C:27]#[N:28])=[N:29][C:30]([CH3:31])([CH3:32])[C:33]#[N:34]>>[F:1][c:2]1[cH:3][c:4]([CH:9]([C:10](=[O:11])[O:12][CH2:13][CH3:14])[Br:15])[cH:5][cH:6][c:7]1[F:8]. Starting materials: COc1cccc(OC(F)(F)F)c1, COc1ccccc1C1(O)C(=O)Nc2ccc(Cl)cc21, ClC(Cl)Cl, [H-], [K+], [K+], [Na+], O=C([O-])[O-], CN(C)C=O, O=S(=O)(Cl)Cl. The product is COc1ccc(S(=O)(=O)N2C(=O)C(O)(c3ccccc3OC)c3cc(Cl)ccc32)c(OC(F)(F)F)c1. Reaction SMILES: [CH3:28][O:29][c:30]1[cH:31][c:32]([O:36][C:37]([F:38])([F:39])[F:40])[cH:33][cH:34][cH:35]1.[Cl:1][c:2]1[cH:3][c:4]2[c:8]([cH:9][cH:10]1)[NH:7][C:6](=[O:11])[C:5]2([c:12]1[c:13]([O:18][CH3:19])[cH:14][cH:15][cH:16][cH:17]1)[OH:20].[Cl:52][CH:53]([Cl:54])[Cl:55].[H-:22].[K+:41].[K+:42].[Na+:21].[O-:43][C:44]([O-:45])=[O:46].[O:47]=[CH:48][N:49]([CH3:50])[CH3:51].[S:23](=[O:24])(=[O:25])([Cl:26])[Cl:27]>>[Cl:1][c:2]1[cH:3][c:4]2[c:8]([cH:9][cH:10]1)[N:7]([S:23](=[O:24])(=[O:25])[c:33]1[c:32]([O:36][C:37]([F:38])([F:39])[F:40])[cH:31][c:30]([O:29][CH3:28])[cH:35][cH:34]1)[C:6](=[O:11])[C:5]2([c:12]1[c:13]([O:18][CH3:19])[cH:14][cH:15][cH:16][cH:17]1)[OH:20]. The reactants are CC1=NNC2=CC(=CC=C12)[N+](=O)[O-] (3-Methyl-6-nitroindazole), BrC1=C(C(=O)O)C(=CC=C1)OC (2-bromo-6-methoxybenzoic acid). The product is C(=O)(O)C1=C(C=CC=C1OC)N1N=C(C2=CC=C(C=C12)[N+](=O)[O-])C (1-(2-carboxy-3-methoxyphenyl)-3-methyl-6-nitroindazole). The yield is 75.9%. RXN SMILES: [CH3:1][C:2]1[C:10]2[C:5](=[CH:6][C:7]([N+:11]([O-:13])=[O:12])=[CH:8][CH:9]=2)[NH:4][N:3]=1.Br[C:15]1[CH:23]=[CH:22][CH:21]=[C:20]([O:24][CH3:25])[C:16]=1[C:17]([OH:19])=[O:18]>>[C:17]([C:16]1[C:20]([O:24][CH3:25])=[CH:21][CH:22]=[CH:23][C:15]=1[N:4]1[C:5]2[C:10](=[CH:9][CH:8]=[C:7]([N+:11]([O-:13])=[O:12])[CH:6]=2)[C:2]([CH3:1])=[N:3]1)([OH:19])=[O:18]. Procedure: 3-Methyl-6-nitroindazole (5.31 g) and 6.93 g of 2-bromo-6-methoxybenzoic acid were subjected to reaction in the same manner as in Example 11 to obtain 1-(2-carboxy-3-methoxyphenyl)-3-methyl-6-nitroindazole (yield: 75.9%). The nitro group of the compound was reduced to give 6-amino-(2-carboxy-3-methoxyphenyl)-3-methylindazole (yield: 100%), which was then cyclized to obtain 1.83 g (28.9%) of 5-amino-7-methoxy-2-methyl-6H-pyrazolo[4,5,1-d,e]acridin-6-one. Reaction SMILES: [C:1]([O-:4])(=[S:3])[CH3:2].[K+].Cl[C@H:7]([CH2:11][C:12]1[CH:17]=[CH:16][CH:15]=[CH:14][CH:13]=1)[C:8]([OH:10])=[O:9]>CN1CCCC1=O>[C:1]([S:3][C@@H:7]([CH2:11][C:12]1[CH:17]=[CH:16][CH:15]=[CH:14][CH:13]=1)[C:8]([OH:10])=[O:9])(=[O:4])[CH3:2] |f:0.1|. Yield: 94.4%. The reactants are C(C)(=S)[O-].[K+] (Potassium thioacetate), Cl[C@@H](C(=O)O)CC1=CC=CC=C1 ((2R)-2-chloro-3-phenylpropionic acid). Conditions: time 24 hour. Run in CN1C(CCC1)=O (N-methyl-2-pyrrolidone). Procedure: Potassium thioacetate (93 mg, 0.81 mmol) was added to a solution of 100 mg (0.54 mmol) of (2R)-2-chloro-3-phenylpropionic acid in 2 ml of N-methyl-2-pyrrolidone at room temperature, and the mixture was stirred for 24 hours. The work-up procedure in the same manner as in Example 18 of the reaction mixture was followed to give 114 mg (0.51 mmol, yield 94%) of the desired (2S)-2-acetylthio-3-phenylpropionic acid. The product is C(C)(=O)S[C@H](C(=O)O)CC1=CC=CC=C1 ((2S)-2-acetylthio-3-phenylpropionic acid). The reactants are CCCCCN(CCOC(C)=O)C(=O)C(CCC(=O)OCc1ccccc1)CS(=O)(=O)c1ccc2ccccc2c1, CC(=O)O. Yields the product CCCCCN(CCOC(C)=O)C(=O)C(CCC(=O)O)CS(=O)(=O)c1ccc2ccccc2c1. As a reaction SMILES: [C:1]([CH3:2])(=[O:3])[O:4][CH2:5][CH2:6][N:7]([C:8](=[O:9])[CH:10]([CH2:11][CH2:12][C:13](=[O:14])[O:15][CH2:16][c:17]1[cH:18][cH:19][cH:20][cH:21][cH:22]1)[CH2:23][S:24](=[O:25])(=[O:26])[c:27]1[cH:28][c:29]2[cH:30][cH:31][cH:32][cH:33][c:34]2[cH:35][cH:36]1)[CH2:37][CH2:38][CH2:39][CH2:40][CH3:41].[CH3:42][C:43](=[O:44])[OH:45]>>[C:1]([CH3:2])(=[O:3])[O:4][CH2:5][CH2:6][N:7]([C:8](=[O:9])[CH:10]([CH2:11][CH2:12][C:13](=[O:14])[OH:15])[CH2:23][S:24](=[O:25])(=[O:26])[c:27]1[cH:28][c:29]2[cH:30][cH:31][cH:32][cH:33][c:34]2[cH:35][cH:36]1)[CH2:37][CH2:38][CH2:39][CH2:40][CH3:41]. The reactants are C(CC)SC1=NNC=N1 (3-propylthio-1,2,4-triazole), C(CC)N(C(=O)Cl)CCC (dipropylcarbamoyl chloride), [H-].[Na+] (sodium hydride), suspension, [H-].[Na+] (sodium hydride). The solvent is O1CCCC1 (tetrahydrofuran). Conditions: time 1 hour. Product: C(CC)N(C(=O)N1N=C(N=C1)SCCC)CCC (1-dipropylcarbamoyl-3-propylthio-1,2,4-triazole). RXN SMILES: [CH2:1]([S:4][C:5]1[N:9]=[CH:8][NH:7][N:6]=1)[CH2:2][CH3:3].[H-].[Na+].[CH2:12]([N:15]([CH2:19][CH2:20][CH3:21])[C:16](Cl)=[O:17])[CH2:13][CH3:14]>O1CCCC1>[CH2:12]([N:15]([CH2:19][CH2:20][CH3:21])[C:16]([N:7]1[CH:8]=[N:9][C:5]([S:4][CH2:1][CH2:2][CH3:3])=[N:6]1)=[O:17])[CH2:13][CH3:14] |f:1.2|. Procedure details: A solution of 35.75 g. 3-propylthio-1,2,4-triazole in 150 ml. dry tetrahydrofuran was added dropwise to a stirred suspension of sodium hydride in mineral oil (14.4 g. of 50% suspension; 7.2 g. sodium hydride). The resulting mixture was refluxed with stirring for 1 hour. Heating was discontinued, and 40.9 g. dipropylcarbamoyl chloride was added dropwise to the stirred mixture, causing the evolution of heat with consequent refluxing. The reaction mixture was refluxed with stirring overnight, coole... Reactants: O.NN (hydrazine hydrate), CN(C=CC(=O)C=1C=C(C=CC1)C1(C(CN(CC1)CCCCCC)C)C)C (4-(3-(3-dimethylaminopropenoyl)phenyl)-1-hexyl-3,4-dimethylpiperidine). The solvent is CO (methanol), O (water). Product: C(CCCCC)N1CC(C(CC1)(C1=CC(=CC=C1)C1=NNC=C1)C)C (1-Hexyl-3,4-dimethyl-4-(3-(1H-pyrazol-3-yl)phenyl)piperidine), oil. Yield: 79.0%. As a reaction SMILES: C[N:2](C)[CH:3]=[CH:4][C:5]([C:7]1[CH:8]=[C:9]([C:13]2([CH3:26])[CH2:18][CH2:17][N:16]([CH2:19][CH2:20][CH2:21][CH2:22][CH2:23][CH3:24])[CH2:15][CH:14]2[CH3:25])[CH:10]=[CH:11][CH:12]=1)=O.O.[NH2:29]N>CO.O>[CH2:19]([N:16]1[CH2:17][CH2:18][C:13]([CH3:26])([C:9]2[CH:10]=[CH:11][CH:12]=[C:7]([C:5]3[CH:4]=[CH:3][NH:2][N:29]=3)[CH:8]=2)[CH:14]([CH3:25])[CH2:15]1)[CH2:20][CH2:21][CH2:22][CH2:23][CH3:24] |f:1.2|. Procedure: To a solution of 4-(3-(3-dimethylaminopropenoyl)phenyl)-1-hexyl-3,4-dimethylpiperidine (Preparation 38, 117 mg, 0.32 mmol) in a mixture of methanol (5.0 mL) and water (1.0 mL) was added hydrazine hydrate (0.1 mL, 3.2 mmol). The mixture was heated at reflux for 2 h and then cooled to room temperature. The mixture was concentrated in vacuo and saturated aqueous sodium hydrogencarbonate (10 mL) was added. The aqueous layer was extracted with dichloromethane (3×10 mL), the combined organic layers we... The reactants are C(=O)(Cl)Cl (phosgene), COC=1C(=CC=CC1)N (o-anisidine), C(=O)(Cl)Cl (phosgene). The solvent is ClC1=CC=CC=C1 (chlorobenzene). Run at temperature 125 celsius. The product is COC1=C(C=CC=C1)N=C=O (o-methoxyphenyl isocyanate). The yield is 89.0%. RXN SMILES: [C:1](Cl)(Cl)=[O:2].[CH3:5][O:6][C:7]1[C:8]([NH2:13])=[CH:9][CH:10]=[CH:11][CH:12]=1>ClC1C=CC=CC=1>[CH3:5][O:6][C:7]1[CH:12]=[CH:11][CH:10]=[CH:9][C:8]=1[N:13]=[C:1]=[O:2]. Reported procedure: Into a 2 liter three-necked flask equipped with a dry ice condenser and an overhead stirrer, was condensed 100 ml of phosgene. At - 5° C., was added a solution of 25 g (0.2032 moles) of o-anisidine in 350 ml of chlorobenzene and a heavy white precipitate was observed. The mixture was then heated at 125° C. for three and a half hours while passing phosgene slowly through the solution for the first hour and a half, and then nitrogen for the last two hours. The solution was then distilled to afford... Yields the product CC(C)C1CC(CO)NC1=O. RXN SMILES: [CH:1]([CH3:2])([CH3:3])[CH:4]1[CH2:5][CH:6]2[N:7]([CH:8]([c:11]3[cH:12][cH:13][cH:14][cH:15][cH:16]3)[O:9][CH2:10]2)[C:17]1=[O:18].[Cl:26][CH2:27][Cl:28].[OH:19][C:20]([C:21]([F:22])([F:23])[F:24])=[O:25]>>[CH:1]([CH3:2])([CH3:3])[CH:4]1[CH2:5][CH:6]([CH2:10][OH:9])[NH:7][C:17]1=[O:18]. Starting materials: CC(C)C1CC2COC(c3ccccc3)N2C1=O, ClCCl, O=C(O)C(F)(F)F.